This data is from the Open Reaction Database (ORD), a public repository of structured organic reaction records. The task is: describe an organic reaction: reactants, conditions, products, and yield Reported procedure: A 2.35 g portion of (4aR)-(10bR)-8-chloro-1,2,3,4,4a,5,6,10b-octahydrobenzo[f]quinolin-3-one was slurried in 40 mL of THF and 5 mL of 50% aqueous sodium hydroxide, and 3.4 g of propyl iodide was added. The mixture was heated to about 60°, and the mixture was stirred at that temperature for about 22 hours. Workup was carried out by separating the organic layer and evaporating it to dryness, and adding water and ethyl acetate. The organic layer was separated, washed twice with water, dried, filter... Product: ClC1=CC2=C([C@H]3CCC(N([C@@H]3CC2)CCC)=O)C=C1 ((4aR)-(10bR)-8-chloro-4-propyl-1,2,3,4,4a,5,6,10b-octahydrobenzo[f]quinolin-3-one). Reactants: ClC1=CC2=C([C@H]3CCC(N[C@@H]3CC2)=O)C=C1 ((4aR)-(10bR)-8-chloro-1,2,3,4,4a,5,6,10b-octahydrobenzo[f]quinolin-3-one), C(CC)I (propyl iodide). Run at time 22 hour. Reaction SMILES: [Cl:1][C:2]1[CH:16]=[CH:15][C:5]2[C@@H:6]3[C@@H:11]([CH2:12][CH2:13][C:4]=2[CH:3]=1)[NH:10][C:9](=[O:14])[CH2:8][CH2:7]3.[CH2:17](I)[CH2:18][CH3:19]>C1COCC1.[OH-].[Na+]>[Cl:1][C:2]1[CH:16]=[CH:15][C:5]2[C@@H:6]3[C@@H:11]([CH2:12][CH2:13][C:4]=2[CH:3]=1)[N:10]([CH2:17][CH2:18][CH3:19])[C:9](=[O:14])[CH2:8][CH2:7]3 |f:3.4|. The solvent is [OH-].[Na+] (sodium hydroxide), C1CCOC1 (THF). The reactants are C(C)(C)(C)C1=NN(C(=C1)N)C1=C(C=CC=C1)Cl (3-tert-butyl-1-(2-chlorophenyl)-1H-pyrazol-5-amine), ClC(=O)OC1=CC=CC=C1 (phenyl chloroformate). Yields the product C(C)(C)(C)C1=NN(C(=C1)NC(OC1=CC=CC=C1)=O)C1=C(C=CC=C1)Cl (phenyl 3-tert-butyl-1-(2-chlorophenyl)-1H-pyrazol-5-ylcarbamate). As a reaction SMILES: [C:1]([C:5]1[CH:9]=[C:8]([NH2:10])[N:7]([C:11]2[CH:16]=[CH:15][CH:14]=[CH:13][C:12]=2[Cl:17])[N:6]=1)([CH3:4])([CH3:3])[CH3:2].Cl[C:19]([O:21][C:22]1[CH:27]=[CH:26][CH:25]=[CH:24][CH:23]=1)=[O:20]>>[C:1]([C:5]1[CH:9]=[C:8]([NH:10][C:19](=[O:20])[O:21][C:22]2[CH:27]=[CH:26][CH:25]=[CH:24][CH:23]=2)[N:7]([C:11]2[CH:16]=[CH:15][CH:14]=[CH:13][C:12]=2[Cl:17])[N:6]=1)([CH3:4])([CH3:2])[CH3:3]. Reported procedure: Following the procedure in Example 118A, 3-tert-butyl-1-(2-chlorophenyl)-1H-pyrazol-5-amine (1.30 g, 5.21 mmol) and phenyl chloroformate (2.0 mL, 15.63 mmol) were reacted to give phenyl 3-tert-butyl-1-(2-chlorophenyl)-1H-pyrazol-5-ylcarbamate. 1H NMR (300 MHz, DMSO-d6) δ 10.18 (br s, 1H), 7.67 (d, 1H), 7.55-7.48 (m, 3H), 7.41-7.36 (m, 2H), 7.24 (t, 1H), 7.02 (br s, 2H), 6.31 (s, 1H), 1.23 (s, 9H); LC-MS (ESI) m/z 370 (M+H)+. The reactants are O=[N+]([O-])c1ccccc1S(=O)(=O)N(CCCn1c2ccc(Br)cc2c2cc(Br)ccc21)c1ccccc1, O=C([O-])[O-], C1CCOC1, [Cs+], [Cs+], Sc1ccccc1. The product is Brc1ccc2c(c1)c1cc(Br)ccc1n2CCCNc1ccccc1. RXN SMILES: [Br:1][c:2]1[cH:3][cH:4][c:5]2[n:6]([CH2:16][CH2:17][CH2:18][N:19]([S:20]([c:21]3[cH:22][cH:23][cH:24][cH:25][c:26]3[N+:27]([O-:28])=[O:29])(=[O:30])=[O:31])[c:32]3[cH:33][cH:34][cH:35][cH:36][cH:37]3)[c:7]3[cH:8][cH:9][c:10]([Br:15])[cH:11][c:12]3[c:13]2[cH:14]1.[C:38](=[O:39])([O-:40])[O-:41].[CH2:51]1[O:52][CH2:53][CH2:54][CH2:55]1.[Cs+:42].[Cs+:43].[SH:44][c:45]1[cH:46][cH:47][cH:48][cH:49][cH:50]1>>[Br:1][c:2]1[cH:3][cH:4][c:5]2[n:6]([CH2:16][CH2:17][CH2:18][NH:19][c:32]3[cH:33][cH:34][cH:35][cH:36][cH:37]3)[c:7]3[cH:8][cH:9][c:10]([Br:15])[cH:11][c:12]3[c:13]2[cH:14]1. Yields the product FC(C1=NC2=C(N1C1=NC(=NC(=N1)N1CCOCC1)NC=1C=NN(C1)C)C=CC=C2)F (4-[2-(difluoromethyl)-1H-benzimidazol-1-yl]-N-(1-methyl-1H-pyrazol-4-yl)-6-(4-morpholinyl)-1,3,5-triazin-2-amine). Reported procedure: A mixture of 0.405 g (4.27 mmol) of 4-amino-1-methylpyrazole and 0.695 g (1.90 mmol) of 1-[4-chloro-6-(4-morpholinyl)-1,3,5-triazin-2-yl]-2-(difluoromethyl)-1H-benzimidazole in DMSO (5 mL) was heated at 125° C. for 15 min. The reaction mixture was cooled to room temperature and water was added. The solid was collected by filtration, washed with water, and dried. Chromatography on alumina, eluting with hexanes/EtOAc (1:1) gave a brown powder. Recrystallization from ethanol/CH2Cl2 gave 0.145 g (18... RXN SMILES: [NH2:1][C:2]1[CH:3]=[N:4][N:5]([CH3:7])[CH:6]=1.Cl[C:9]1[N:14]=[C:13]([N:15]2[CH2:20][CH2:19][O:18][CH2:17][CH2:16]2)[N:12]=[C:11]([N:21]2[C:25]3[CH:26]=[CH:27][CH:28]=[CH:29][C:24]=3[N:23]=[C:22]2[CH:30]([F:32])[F:31])[N:10]=1.O>CS(C)=O>[F:32][CH:30]([F:31])[C:22]1[N:21]([C:11]2[N:12]=[C:13]([N:15]3[CH2:16][CH2:17][O:18][CH2:19][CH2:20]3)[N:14]=[C:9]([NH:1][C:2]3[CH:3]=[N:4][N:5]([CH3:7])[CH:6]=3)[N:10]=2)[C:25]2[CH:26]=[CH:27][CH:28]=[CH:29][C:24]=2[N:23]=1. Run in CS(=O)C (DMSO). Yield: 17.9%. Conditions: temperature 125 celsius. Reactants: NC=1C=NN(C1)C (4-amino-1-methylpyrazole), ClC1=NC(=NC(=N1)N1CCOCC1)N1C(=NC2=C1C=CC=C2)C(F)F (1-[4-chloro-6-(4-morpholinyl)-1,3,5-triazin-2-yl]-2-(difluoromethyl)-1H-benzimidazole), O (water). Reactants: resultant mixture, C(C)(C)(C)[B-](CC)(CC)CC.[Li+] (lithium tert-butyltriethylborate), [Br-].C[S+](CC(=O)C1=CC=CC=C1)C (dimethylphenacylsulfonium bromide). The solvent is O (water), O (water). The product is C[S+](CC(=O)C1=CC=CC=C1)C.C(C)(C)(C)[B-](CC)(CC)CC (dimethylphenacylsulfonium tert-butyltriethylborate). Yield: 86.1%. RXN SMILES: [C:1]([B-:5]([CH2:10][CH3:11])([CH2:8][CH3:9])[CH2:6][CH3:7])([CH3:4])([CH3:3])[CH3:2].[Li+].[Br-].[CH3:14][S+:15]([CH3:25])[CH2:16][C:17]([C:19]1[CH:24]=[CH:23][CH:22]=[CH:21][CH:20]=1)=[O:18]>O>[CH3:14][S+:15]([CH3:25])[CH2:16][C:17]([C:19]1[CH:24]=[CH:23][CH:22]=[CH:21][CH:20]=1)=[O:18].[C:1]([B-:5]([CH2:10][CH3:11])([CH2:6][CH3:7])[CH2:8][CH3:9])([CH3:2])([CH3:4])[CH3:3] |f:0.1,2.3,5.6|. Procedure details: An aqueous solution of 3.10 g of lithium tert-butyltriethylborate in 100 ml of water was added to an aqueous solution of 5.00 g of dimethylphenacylsulfonium bromide in 200 ml of water, and the resultant mixture was stirred at room temperature for 30 minutes. Then, the reaction mixture was filtered, and the resultant crystal was washed with water and dried to give 5.54 g of dimethylphenacylsulfonium-tert-butyltriethylborate as a white crystal. The reactants are CC(C)(C)OC(=O)N1CCN(c2ccccc2CO)CC1, C1CCOC1, CI, [H-], [Na+]. The product is COCc1ccccc1N1CCN(C(=O)OC(C)(C)C)CC1. RXN SMILES: [C:1]([CH3:2])([CH3:3])([CH3:4])[O:5][C:6](=[O:7])[N:8]1[CH2:9][CH2:10][N:11]([c:14]2[c:15]([CH2:20][OH:21])[cH:16][cH:17][cH:18][cH:19]2)[CH2:12][CH2:13]1.[CH2:26]1[O:27][CH2:28][CH2:29][CH2:30]1.[CH3:22][I:23].[H-:25].[Na+:24]>>[C:1]([CH3:2])([CH3:3])([CH3:4])[O:5][C:6](=[O:7])[N:8]1[CH2:9][CH2:10][N:11]([c:14]2[c:15]([CH2:20][O:21][CH3:22])[cH:16][cH:17][cH:18][cH:19]2)[CH2:12][CH2:13]1. Starting materials: ClCCl, CSc1cnc2c(c1)CCC(c1ccc(Cl)c(Cl)c1)O2, O=C(OO)c1cccc(Cl)c1. The product is CS(=O)c1cnc2c(c1)CCC(c1ccc(Cl)c(Cl)c1)O2. RXN SMILES: [CH2:32]([Cl:33])[Cl:34].[Cl:1][c:2]1[cH:3][c:4]([CH:9]2[CH2:10][CH2:11][c:12]3[c:13]([n:14][cH:15][c:16]([S:18][CH3:19])[cH:17]3)[O:20]2)[cH:5][cH:6][c:7]1[Cl:8].[Cl:21][c:22]1[cH:23][c:24]([C:29](=[O:26])[O:30][OH:31])[cH:25][cH:27][cH:28]1>>[Cl:1][c:2]1[cH:3][c:4]([CH:9]2[CH2:10][CH2:11][c:12]3[c:13]([n:14][cH:15][c:16]([S:18]([CH3:19])=[O:26])[cH:17]3)[O:20]2)[cH:5][cH:6][c:7]1[Cl:8].